Dataset: the Open Reaction Database (ORD), a public repository of structured organic reaction records. Task: describe an organic reaction: reactants, conditions, products, and yield Reaction SMILES: [CH3:17][C:18](=[O:19])[OH:20].[CH3:21][OH:22].[N+:1]([O-:2])(=[O:3])[c:4]1[c:5]([OH:16])[cH:6][cH:7][c:8](-[c:10]2[cH:11][n:12][cH:13][cH:14][cH:15]2)[cH:9]1>>[NH2:1][c:4]1[c:5]([OH:16])[cH:6][cH:7][c:8](-[c:10]2[cH:11][n:12][cH:13][cH:14][cH:15]2)[cH:9]1. The product is Nc1cc(-c2cccnc2)ccc1O. Starting materials: CC(=O)O, CO, O=[N+]([O-])c1cc(-c2cccnc2)ccc1O. Reagents/catalysts: [Ni] (Ni). Product: NC1=C(C=C2NC(C=3N(C2=C1)C(=NN3)CP(=O)(OCC)OCC)=O)C(F)(F)F (8-Amino-1[(diethoxyphosphoryl)methyl]-7-trifluoromethyl[1,2,4]triazolo[4,3-a]quinoxalin-4(5H)-one). Procedure details: A solution of 1-[(diethoxyphosphoryl)methyl]-8-nitro-7-trifluoromethyl[1,2,4]triazolo[4,3-a]quinoxalin-4(5H)-one (3.25 g, 7.2 mmol) in 500 ml of ethanol was hydrogenated at 40 psi and room temperature for 6 h in the presence of Raney-Ni. The catalyst and precipitated solid was isolated by filtration and washed with ethanol. The ethanolic filtrate was discharged, and the filter-cake was washed with N,N-dimethylformamide. The filtrate was evaporated, and the residue was triturated with water to gi... Reaction SMILES: [CH2:1]([O:3][P:4]([CH2:9][C:10]1[N:14]2[C:15]3[C:20]([NH:21][C:22](=[O:23])[C:13]2=[N:12][N:11]=1)=[CH:19][C:18]([C:24]([F:27])([F:26])[F:25])=[C:17]([N+:28]([O-])=O)[CH:16]=3)([O:6][CH2:7][CH3:8])=[O:5])[CH3:2]>C(O)C.[Ni]>[NH2:28][C:17]1[CH:16]=[C:15]2[C:20]([NH:21][C:22](=[O:23])[C:13]3[N:14]2[C:10]([CH2:9][P:4]([O:3][CH2:1][CH3:2])([O:6][CH2:7][CH3:8])=[O:5])=[N:11][N:12]=3)=[CH:19][C:18]=1[C:24]([F:25])([F:26])[F:27]. The solvent is C(C)O (ethanol). Reactants: C(C)OP(=O)(OCC)CC1=NN=C2N1C1=CC(=C(C=C1NC2=O)C(F)(F)F)[N+](=O)[O-] (1-[(diethoxyphosphoryl)methyl]-8-nitro-7-trifluoromethyl[1,2,4]triazolo[4,3-a]quinoxalin-4(5H)-one). Yield: 79.5%. Starting materials: C(C)(=O)NCCSC1=C(N2C([C@H]([C@H]2C1)[C@H](C)OS(=O)(=O)C)=O)C(=O)OCC1=CC=C(C=C1)[N+](=O)[O-] (p-Nitrobenzyl (5R,6R)-3-(2-acetamidoethylthio)-6-[(S)-1-methylsulphonyloxyethyl]-7-oxo-1-azabicyclo[3.2.0]hept-2-ene-2-carboxylate), C(=O)([O-])[O-].[K+].[K+] (K2CO3). Run in CN(C=O)C (dimethylformamide). Product: C(C)(=O)NCCSC1=C(N2C(/C(/[C@H]2C1)=C/C)=O)C(=O)OCC1=CC=C(C=C1)[N+](=O)[O-] (p-Nitrobenzyl (5R,6E)-3-(2-acetamidoethylthio)-6-ethylidene-7-oxo-1-azabicyclo[3.2.0]hept-2-ene-2-carboxylate). RXN SMILES: [C:1]([NH:4][CH2:5][CH2:6][S:7][C:8]1[CH2:14][C@H:13]2[N:10]([C:11](=[O:22])[C@H:12]2[C@@H:15](OS(C)(=O)=O)[CH3:16])[C:9]=1[C:23]([O:25][CH2:26][C:27]1[CH:32]=[CH:31][C:30]([N+:33]([O-:35])=[O:34])=[CH:29][CH:28]=1)=[O:24])(=[O:3])[CH3:2].C([O-])([O-])=O.[K+].[K+]>CN(C)C=O>[C:1]([NH:4][CH2:5][CH2:6][S:7][C:8]1[CH2:14][C@H:13]2[N:10]([C:11](=[O:22])/[C:12]/2=[CH:15]/[CH3:16])[C:9]=1[C:23]([O:25][CH2:26][C:27]1[CH:32]=[CH:31][C:30]([N+:33]([O-:35])=[O:34])=[CH:29][CH:28]=1)=[O:24])(=[O:3])[CH3:2] |f:1.2.3|. Procedure: p-Nitrobenzyl (5R,6R)-3-(2-acetamidoethylthio)-6-[(S)-1-methylsulphonyloxyethyl]-7-oxo-1-azabicyclo[3.2.0]hept-2-ene-2-carboxylate (e11) (67 mg) was stirred with K2CO3 (70 mg) in dimethylformamide (2 ml) at room temperature for 1 hour. Work-up as in Example 2 gave a residue which was triturated with ethyl acetate/ether to afford a solid which was collected by filtration. The solid (10 mg) was identified as p-nitrobenzyl (5R,6E)-3-(2-acetamidoethylthio)-6-ethylidene-7-oxo-1-azabicyclo[3.2.0]hept-... As a reaction SMILES: [CH3:1][C:2]1([CH3:15])[CH2:6][C:5]2[CH:7]=[CH:8][CH:9]=[C:10]([S:11]([NH2:14])(=[O:13])=[O:12])[C:4]=2[O:3]1.[CH2:16]([N:20]=[C:21]=[O:22])[CH2:17][CH2:18][CH3:19].C(=O)([O-])[O-].[K+].[K+]>CC(=O)CC>[CH2:16]([NH:20][C:21]([NH:14][S:11]([C:10]1[C:4]2[O:3][C:2]([CH3:15])([CH3:1])[CH2:6][C:5]=2[CH:7]=[CH:8][CH:9]=1)(=[O:13])=[O:12])=[O:22])[CH2:17][CH2:18][CH3:19] |f:2.3.4|. The solvent is CC(CC)=O (2-butanone). Reactants: CC1(OC2=C(C1)C=CC=C2S(=O)(=O)N)C (2,3-dihydro-2,2-dimethyl-7-benzofuransulfonamide), C(CCC)N=C=O (n-butyl isocyanate), C([O-])([O-])=O.[K+].[K+] (potassium carbonate). The product is C(CCC)NC(=O)NS(=O)(=O)C1=CC=CC=2CC(OC21)(C)C (N-(butylaminocarbonyl)-2,3-dihydro-2,2-dimethyl-7-benzofuransulfonamide). The yield is 84.3%. Procedure details: A solution of 19 g of 2,3-dihydro-2,2-dimethyl-7-benzofuransulfonamide prepared in Example 2 and 9.9 g of n-butyl isocyanate in 200 ml of 2-butanone was refluxed with 11.5 g of anhydrous potassium carbonate for 7 hours. The resulting mixture was concentrated to dryness in vacuo. The residue was taken up in 400 ml of water and extracted once with 100 ml of ethyl ether. The aqueous layer was acidified with 2N HCl and the resulting mixture was filtered and suction dried. The still slightly wet soli... Starting materials: OC=1C(=C2C=CC(OC2=C(C1C)C)(C)COC1=CC=C(CC2C(NC(S2)=O)=O)C=C1)C (5-[4-(6-hydroxy-2,5,7,8-tetramethyl-2H-chromen-2-ylmethoxy)benzyl]thiazolidine -2,4-dione), [H][H] (hydrogen). The solvent is CO (methanol), [Pd] (palladium-on-carbon). The product is OC=1C(=C2CCC(OC2=C(C1C)C)(C)COC1=CC=C(CC2C(NC(S2)=O)=O)C=C1)C (5-[4-(6-Hydroxy-2,5,7,8-tetramethylchroman-2-ylmethoxy)benzyl]thiazolidine-2,4-dione). RXN SMILES: [OH:1][C:2]1[C:3]([CH3:31])=[C:4]2[C:9](=[C:10]([CH3:13])[C:11]=1[CH3:12])[O:8][C:7]([CH2:15][O:16][C:17]1[CH:30]=[CH:29][C:20]([CH2:21][CH:22]3[S:26][C:25](=[O:27])[NH:24][C:23]3=[O:28])=[CH:19][CH:18]=1)([CH3:14])[CH:6]=[CH:5]2.[H][H]>CO.[Pd]>[OH:1][C:2]1[C:3]([CH3:31])=[C:4]2[C:9](=[C:10]([CH3:13])[C:11]=1[CH3:12])[O:8][C:7]([CH2:15][O:16][C:17]1[CH:30]=[CH:29][C:20]([CH2:21][CH:22]3[S:26][C:25](=[O:27])[NH:24][C:23]3=[O:28])=[CH:19][CH:18]=1)([CH3:14])[CH2:6][CH2:5]2. Procedure: Following the procedure described in Preparation 58, 120 mg of 5-[4-(6-hydroxy-2,5,7,8-tetramethyl-2H-chromen-2-ylmethoxy)benzyl]thiazolidine -2,4-dione (prepared as described in Example 32) were dissolved in 4 ml of methanol and, in the presence of 40 mg of 10% w/w palladium-on-carbon, it was reduced under 3-5 atmospheres (about 3-5 bars) pressure of hydrogen, to give the title compound. The melting point and nuclear magnetic resonance spectrum of this compound accorded with those of the compou... Reactants: C1(=CC=CC=C1)C (toluene), C([O-])([O-])=O.[Na+].[Na+] (sodium carbonate), BrC1=CC=C(S1)CO ((5-bromo-thiophen-2-yl)-methanol), N1=CC(=CC=C1)B(O)O (pyridine-3-boronic acid). The reagents and catalysts are [Pd].C1(=CC=CC=C1)P(C1=CC=CC=C1)C1=CC=CC=C1.C1(=CC=CC=C1)P(C1=CC=CC=C1)C1=CC=CC=C1.C1(=CC=CC=C1)P(C1=CC=CC=C1)C1=CC=CC=C1.C1(=CC=CC=C1)P(C1=CC=CC=C1)C1=CC=CC=C1 (tetrakis(triphenylphosphine) palladium). Solvent: CO (methanol), C(C)(=O)OCC (ethyl acetate). Reaction conditions: temperature 80 celsius. Yields the product N1=CC(=CC=C1)C1=CC=C(S1)C=O (5-Pyridin-3-yl-thiophene-2-carbaldehyde). Yield: 98.0%. RXN SMILES: Br[C:2]1[S:6][C:5]([CH2:7][OH:8])=[CH:4][CH:3]=1.[N:9]1[CH:14]=[CH:13][CH:12]=[C:11](B(O)O)[CH:10]=1.C1(C)C=CC=CC=1.C(=O)([O-])[O-].[Na+].[Na+]>C(OCC)(=O)C.[Pd].C1(P(C2C=CC=CC=2)C2C=CC=CC=2)C=CC=CC=1.C1(P(C2C=CC=CC=2)C2C=CC=CC=2)C=CC=CC=1.C1(P(C2C=CC=CC=2)C2C=CC=CC=2)C=CC=CC=1.C1(P(C2C=CC=CC=2)C2C=CC=CC=2)C=CC=CC=1.CO>[N:9]1[CH:14]=[CH:13][CH:12]=[C:11]([C:2]2[S:6][C:5]([CH:7]=[O:8])=[CH:4][CH:3]=2)[CH:10]=1 |f:3.4.5,7.8.9.10.11|. Procedure: To a mixture of 153 mg (5-bromo-thiophen-2-yl)-methanol, 128 mg pyridine-3-boronic acid, and 64 mg tetrakis(triphenylphosphine) palladium was added solvent (7.3 mL toluene and 3.1 mL methanol) followed by 1.4 mL of 2.5M sodium carbonate and the mixture heated to 80° C. on an oil bath. After 16 hours the mixture was cooled to room temperature and cocncentrated in vacuo. The residue was solvated in ethyl acetate was washed sequentially with 0.5N sodium hydroxide and brine, dried over magnesium sul... The reactants are C(C)(C)(C)OC(=O)N1C2C(C(C1)OC1=CC=CC=C1)N(CC2)C(C(C(C)C)NC(C(C)N(C)C(=O)OCC2=CC=CC=C2)=O)=O (4-{2-[2-(Benzyloxycarbonyl-methyl-amino)-propionylamino]-3-methyl-butyryl}-3-phenoxy-hexahydro-pyrrolo[3,2-b]pyrrole-1-carboxylic acid tert-butyl ester), C(=O)(C(F)(F)F)O (TFA). Run in C(Cl)Cl (DCM), C(Cl)Cl (DCM). Reaction conditions: time 1 hour. Yields the product C(C1=CC=CC=C1)OC(N(C(C)C(NC(C(C)C)C(=O)N1C2C(CC1)NCC2OC2=CC=CC=C2)=O)C)=O (Methyl-{1-[2-methyl-1-(6-phenoxy-hexahydro-pyrrolo[3,2-b]pyrrole-1-carbonyl)-propylcarbamoyl]-ethyl}-carbamic acid benzyl ester). Reaction SMILES: C(OC([N:8]1[CH2:12][CH:11]([O:13][C:14]2[CH:19]=[CH:18][CH:17]=[CH:16][CH:15]=2)[CH:10]2[N:20]([C:23](=[O:45])[CH:24]([NH:28][C:29](=[O:44])[CH:30]([N:32]([C:34]([O:36][CH2:37][C:38]3[CH:43]=[CH:42][CH:41]=[CH:40][CH:39]=3)=[O:35])[CH3:33])[CH3:31])[CH:25]([CH3:27])[CH3:26])[CH2:21][CH2:22][CH:9]12)=O)(C)(C)C.C(O)(C(F)(F)F)=O>C(Cl)Cl>[CH2:37]([O:36][C:34](=[O:35])[N:32]([CH3:33])[CH:30]([C:29](=[O:44])[NH:28][CH:24]([C:23]([N:20]1[CH2:21][CH2:22][CH:9]2[NH:8][CH2:12][CH:11]([O:13][C:14]3[CH:19]=[CH:18][CH:17]=[CH:16][CH:15]=3)[CH:10]12)=[O:45])[CH:25]([CH3:27])[CH3:26])[CH3:31])[C:38]1[CH:39]=[CH:40][CH:41]=[CH:42][CH:43]=1. Reported procedure: To a solution containing 16 (370 mg, 0.59 mmol) in DCM (10 mL) was added TFA (4 mL) at 0° C. After 1 h, the reaction mixture was diluted with DCM and the resultant organic solution was washed successively with saturated aqueous NaHCO3 and brine, dried over anhydrous Na2SO4, filtered, and concentrated to afford crude 18 which was used without further purification. Starting materials: C(C)(C)(C)OC(NC1(COC(OC1)(C)C)CCC1=CC(=C(C=C1)OCCCC1=C(C=CC(=C1)Cl)Cl)C(F)(F)F)=O ([5-(2-{4-[3-(2,5-dichlorophenyl)propoxy]-3-trifluoromethylphenyl}ethyl)-2,2-dimethyl-1,3-dioxan-5-yl]carbamic acid t-butyl ester), Cl (hydrochloric acid). Run in C(C)O (ethanol). Reaction conditions: temperature 80 celsius, time 2 hour. Product: Cl.NC(CO)(CO)CCC1=CC(=C(C=C1)OCCCC1=C(C=CC(=C1)Cl)Cl)C(F)(F)F (2-amino-2-(2-{4-[3-(2,5-dichlorophenyl)propoxy]-3-trifluoromethylphenyl}ethyl)propane-1,3-diol hydrochloride). Yield: 163.0%. RXN SMILES: C(OC(=O)[NH:7][C:8]1([CH2:16][CH2:17][C:18]2[CH:23]=[CH:22][C:21]([O:24][CH2:25][CH2:26][CH2:27][C:28]3[CH:33]=[C:32]([Cl:34])[CH:31]=[CH:30][C:29]=3[Cl:35])=[C:20]([C:36]([F:39])([F:38])[F:37])[CH:19]=2)[CH2:13][O:12]C(C)(C)[O:10][CH2:9]1)(C)(C)C.Cl>C(O)C>[ClH:34].[NH2:7][C:8]([CH2:16][CH2:17][C:18]1[CH:23]=[CH:22][C:21]([O:24][CH2:25][CH2:26][CH2:27][C:28]2[CH:33]=[C:32]([Cl:34])[CH:31]=[CH:30][C:29]=2[Cl:35])=[C:20]([C:36]([F:39])([F:38])[F:37])[CH:19]=1)([CH2:13][OH:12])[CH2:9][OH:10] |f:3.4|. Procedure details: Compound 66-4 (740 mg) was dissolved in ethanol (15 ml), concentrated hydrochloric acid (1.5 ml) was added, and the mixture was stirred at 80° C. for 2 hr. The reaction mixture was concentrated, and the residue was washed with diethyl ether to give the object product (500 mg) as a white powder. The reactants are C(C)SC=1SC(=C(N1)N)C(N)=S (2-ethylmercapto-4-amino-5-thiocarbamoylthiazole), S(O)(O)(=O)=O (sulfuric acid), BrBr (bromine). The product is NC1=C2C(=NS1)N=C(S2)SCC (3-amino-5-ethylmercapto-thiazolo-(4,5-c)-isothiazole). The yield is 87.0%. RXN SMILES: [CH2:1]([S:3][C:4]1[S:5][C:6]([C:10](=[S:12])[NH2:11])=[C:7]([NH2:9])[N:8]=1)[CH3:2].S(=O)(=O)(O)O.BrBr>>[NH2:11][C:10]1[S:12][N:9]=[C:7]2[N:8]=[C:4]([S:3][CH2:1][CH3:2])[S:5][C:6]=12. Procedure details: 27.1 parts of 2-ethylmercapto-4-amino-5-thiocarbamoylthiazole are reacted with 270 parts of sulfuric acid and 0.5 part of bromine as described in Example 1(b). 23.4 parts of 3-amino-5-ethylmercapto-thiazolo-(4,5-c)-isothiazole (87% of theory) of melting point 131°-134° C. are obtained.